Dataset: the Open Reaction Database (ORD), a public repository of structured organic reaction records. Task: describe an organic reaction: reactants, conditions, products, and yield Starting materials: BrC(c1ccccc1)c1ccccc1, CC(C)=O, O=[N+]([O-])c1ccccc1O. The product is O=[N+]([O-])c1ccccc1OC(c1ccccc1)c1ccccc1. RXN SMILES: [Br:11][CH:12]([c:13]1[cH:14][cH:15][cH:16][cH:17][cH:18]1)[c:19]1[cH:20][cH:21][cH:22][cH:23][cH:24]1.[CH3:25][C:26](=[O:27])[CH3:28].[N+:1](=[O:2])([O-:3])[c:4]1[c:5]([OH:10])[cH:6][cH:7][cH:8][cH:9]1>>[N+:1](=[O:2])([O-:3])[c:4]1[c:5]([O:10][CH:12]([c:13]2[cH:14][cH:15][cH:16][cH:17][cH:18]2)[c:19]2[cH:20][cH:21][cH:22][cH:23][cH:24]2)[cH:6][cH:7][cH:8][cH:9]1. The reactants are c4ccc(B3OB(c1ccccc1)OB(c2ccccc2)O3)cc4 (effective_coupling_partner), CC(=O)c1ccc(OC(=O)C(C)(C)C)cc1 (substrate). The reagents and catalysts are PCy3. Yields the product CC(=O)c1ccc(c2ccccc2)cc1. Run at temperature 110 celsius, time 12 hour. Starting materials: COC=1C=C(C=CC1)O (3-methoxyphenol), ClCC#N (chloroacetonitrile), CCOCC (ether). Reagents/catalysts: [Cl-].[Cl-].[Zn+2] (ZnCl2). The product is COC1=CC=CC2=C1C(CO2)=O (4-Methoxy-3-benzofuranone). Isolated yield 13.0%. RXN SMILES: [CH3:1][O:2][C:3]1[CH:4]=[C:5]([OH:9])[CH:6]=[CH:7][CH:8]=1.ClCC#N.[CH3:14][CH2:15][O:16]CC>[Cl-].[Cl-].[Zn+2]>[CH3:1][O:2][C:3]1[C:4]2[C:15](=[O:16])[CH2:14][O:9][C:5]=2[CH:6]=[CH:7][CH:8]=1 |f:3.4.5|. Procedure details: These compounds were prepared from 3-methoxyphenol (1) (6 ml, 55 mmol), ZnCl2 (8.2 g, 60 mmol), and chloroacetonitrile (4.2 g, 66 mmol) in dry ether (100 ml). Purification of the crude product by column chromatography (eluent: CH2Cl2/MeOH: 99/1) gave (2) (1.147 g, 13%), a single compound by HPLC (98% pure, recrystallized from EtOH). 1H-NMR (Acetone-d6, 400 MHz): (7.45 (1 H, d); 6.64 (2 H, m); 4.62 (s, 2 H); 3.95 (s, 3 H) and the more polar compound (3) (1.48 g, 17%). HPLC (84% purity). 1H-NMR (A... Starting materials: CON(C(=O)C=1N=CN(C1)C=1C=C(C=CC1)C1=C(C=CC=C1)C#N)C (1-(2′-Cyano-biphenyl-3-yl)-1H-imidazole-4-carboxylic acid methoxy-methyl-amide), BrC1=NC=CC(=C1)C (2-bromo-4-methylpyridine). The product is CC1=CC(=NC=C1)C(=O)C=1N=CN(C1)C=1C=C(C=CC1)C=1C(=CC=CC1)C#N (3′-[4-(4-Methyl-pyridine-2-carbonyl)-imidazol-1-yl]-biphenyl-2-carbonitrile). RXN SMILES: CON(C)[C:4]([C:6]1[N:7]=[CH:8][N:9]([C:11]2[CH:12]=[C:13]([C:17]3[CH:22]=[CH:21][CH:20]=[CH:19][C:18]=3[C:23]#[N:24])[CH:14]=[CH:15][CH:16]=2)[CH:10]=1)=[O:5].Br[C:27]1[CH:32]=[C:31]([CH3:33])[CH:30]=[CH:29][N:28]=1>>[CH3:33][C:31]1[CH:30]=[CH:29][N:28]=[C:27]([C:4]([C:6]2[N:7]=[CH:8][N:9]([C:11]3[CH:12]=[C:13]([C:17]4[C:18]([C:23]#[N:24])=[CH:19][CH:20]=[CH:21][CH:22]=4)[CH:14]=[CH:15][CH:16]=3)[CH:10]=2)=[O:5])[CH:32]=1. Reported procedure: This compound is prepared by method C using compound 12d and 2-bromo-4-methylpyridine. Starting materials: COc1cc(C(=CC#N)c2cc(OC)c(OC)c(OC)c2)ccc1[N+](=O)[O-], CCO, O, O, Cl[Sn](Cl)(Cl)Cl. The product is COc1cc(C(=CC#N)c2cc(OC)c(OC)c(OC)c2)ccc1N. RXN SMILES: [CH3:1][O:2][c:3]1[cH:4][c:5]([C:12](=[CH:13][C:14]#[N:15])[c:16]2[cH:17][c:18]([O:26][CH3:27])[c:19]([O:24][CH3:25])[c:20]([O:22][CH3:23])[cH:21]2)[cH:6][cH:7][c:8]1[N+:9]([O-:10])=[O:11].[CH3:35][CH2:36][OH:37].[OH2:28].[OH2:29].[Sn:30]([Cl:31])([Cl:32])([Cl:33])[Cl:34]>>[CH3:1][O:2][c:3]1[cH:4][c:5]([C:12](=[CH:13][C:14]#[N:15])[c:16]2[cH:17][c:18]([O:26][CH3:27])[c:19]([O:24][CH3:25])[c:20]([O:22][CH3:23])[cH:21]2)[cH:6][cH:7][c:8]1[NH2:9]. The product is N=C(N)NC(=O)c1cn(-c2ccc3ccccc3n2)c2ncccc12. Starting materials: CO, Cc1ccccc1, O=C(Cl)c1cn(-c2ccc3ccccc3n2)c2ncccc12, Cl, Cl, N=C(N)N, [Na]. Reaction SMILES: [CH3:2][OH:3].[CH3:32][c:33]1[cH:34][cH:35][cH:36][cH:37][cH:38]1.[Cl:10][C:11](=[O:12])[c:13]1[cH:14][n:15](-[c:22]2[n:23][c:24]3[cH:25][cH:26][cH:27][cH:28][c:29]3[cH:30][cH:31]2)[c:16]2[n:17][cH:18][cH:19][cH:20][c:21]12.[ClH:4].[ClH:9].[NH2:5][C:6](=[NH:7])[NH2:8].[Na:1]>>[NH:5]=[C:6]([NH:7][C:11](=[O:12])[c:13]1[cH:14][n:15](-[c:22]2[n:23][c:24]3[cH:25][cH:26][cH:27][cH:28][c:29]3[cH:30][cH:31]2)[c:16]2[n:17][cH:18][cH:19][cH:20][c:21]12)[NH2:8]. Reactants: BrC1=CC(=C(OCC2CN(CCC2)C)C(=C1)C)C (3-(4-bromo-2,6-dimethylphenoxymethyl)-1-methylpiperidine), COC=1C=C(C=CC1)B(O)O (3-methoxyphenylboronic acid), C([O-])([O-])=O.[Na+].[Na+] (sodium carbonate). The reagents and catalysts are C=1C=CC(=CC1)[P](C=2C=CC=CC2)(C=3C=CC=CC3)[Pd]([P](C=4C=CC=CC4)(C=5C=CC=CC5)C=6C=CC=CC6)([P](C=7C=CC=CC7)(C=8C=CC=CC8)C=9C=CC=CC9)[P](C=1C=CC=CC1)(C=1C=CC=CC1)C=1C=CC=CC1 (tetrakis(triphenylphosphine)palladium(0)). Solvent: C1(=CC=CC=C1)C (toluene). Conditions: temperature 100 celsius, time 8 hour. The product is COC=1C=C(C=CC1)C1=CC(=C(OCC2CN(CCC2)C)C(=C1)C)C (3-[4-(3-methoxyphenyl)-2,6-dimethylphenoxymethyl]-1-methylpiperidine). RXN SMILES: Br[C:2]1[CH:16]=[C:15]([CH3:17])[C:5]([O:6][CH2:7][CH:8]2[CH2:13][CH2:12][CH2:11][N:10]([CH3:14])[CH2:9]2)=[C:4]([CH3:18])[CH:3]=1.[CH3:19][O:20][C:21]1[CH:22]=[C:23](B(O)O)[CH:24]=[CH:25][CH:26]=1.C(=O)([O-])[O-].[Na+].[Na+]>C1(C)C=CC=CC=1.C1C=CC([P]([Pd]([P](C2C=CC=CC=2)(C2C=CC=CC=2)C2C=CC=CC=2)([P](C2C=CC=CC=2)(C2C=CC=CC=2)C2C=CC=CC=2)[P](C2C=CC=CC=2)(C2C=CC=CC=2)C2C=CC=CC=2)(C2C=CC=CC=2)C2C=CC=CC=2)=CC=1>[CH3:19][O:20][C:21]1[CH:26]=[C:25]([C:2]2[CH:16]=[C:15]([CH3:17])[C:5]([O:6][CH2:7][CH:8]3[CH2:13][CH2:12][CH2:11][N:10]([CH3:14])[CH2:9]3)=[C:4]([CH3:18])[CH:3]=2)[CH:24]=[CH:23][CH:22]=1 |f:2.3.4,^1:46,48,67,86|. Reported procedure: To a solution of 3-(4-bromo-2,6-dimethylphenoxymethyl)-1-methylpiperidine (531 mg, 1.70 mmol) in toluene (10 mL) was added 3-methoxyphenylboronic acid (319 mg, 2.10 mmol), tetrakis(triphenylphosphine)palladium(0) (58 mg, 0.05 mmol), and 2M sodium carbonate (1.7 mL, 3.4 mmol). The mixture was stirred at 100° C. overnight and cooled to room temperature. The solution was partitioned between water and ethyl acetate. The organic layer was washed twice with water, brine, and dried. The solvent was rem...